From a dataset of the Open Reaction Database (ORD), a public repository of structured organic reaction records. describe an organic reaction: reactants, conditions, products, and yield Starting materials: CC(=O)SCC(Cc1ccccc1)C(=O)O, NC1(C(=O)OCc2ccccc2)CCCCC1, Cc1ccc(S(=O)(=O)O)cc1. The product is CC(=O)SCC(Cc1ccccc1)C(=O)NC1(C(=O)OCc2ccccc2)CCCCC1. RXN SMILES: [C:29]([CH3:30])(=[O:31])[S:32][CH2:33][CH:34]([C:35](=[O:36])[OH:37])[CH2:38][c:39]1[cH:40][cH:41][cH:42][cH:43][cH:44]1.[NH2:12][C:13]1([C:19](=[O:20])[O:21][CH2:22][c:23]2[cH:24][cH:25][cH:26][cH:27][cH:28]2)[CH2:14][CH2:15][CH2:16][CH2:17][CH2:18]1.[c:1]1([CH3:2])[cH:3][cH:4][c:5]([S:6]([OH:7])(=[O:8])=[O:9])[cH:10][cH:11]1>>[NH:12]([C:13]1([C:19](=[O:20])[O:21][CH2:22][c:23]2[cH:24][cH:25][cH:26][cH:27][cH:28]2)[CH2:14][CH2:15][CH2:16][CH2:17][CH2:18]1)[C:35]([CH:34]([CH2:33][S:32][C:29]([CH3:30])=[O:31])[CH2:38][c:39]1[cH:40][cH:41][cH:42][cH:43][cH:44]1)=[O:36]. Reactants: COC(CCCCC(=O)Cl)=O (6-methoxy-6-oxohexanoyl chloride), C=O (paraformaldehyde), ClCCl (dichloromethane). Yields the product COC(CCCCC(=O)OCCl)=O (chloromethyl 6-methoxy-6-oxohexanoate). RXN SMILES: [CH3:1][O:2][C:3](=[O:11])[CH2:4][CH2:5][CH2:6][CH2:7][C:8](Cl)=[O:9].C=[O:13].Cl[CH2:15][Cl:16]>>[CH3:1][O:2][C:3](=[O:11])[CH2:4][CH2:5][CH2:6][CH2:7][C:8]([O:13][CH2:15][Cl:16])=[O:9]. Procedure details: A mixture of 6-methoxy-6-oxohexanoyl chloride (0.040 mole) and paraformaldehyde (0.040 mole) are heated in a sealed vessel at 90 degrees for 3 hours. The reaction is cooled, and the solids are dissolved in dichloromethane. The solution is washed with 5% aqueous sodium bicarbonate, with water, and then with a saturated sodium chloride solution. The organic layer is dried over sodium sulfate, filtered and concentrated in vacuo to give crude product, which is purified by column chromatography on si... The reactants are O=C([O-])[O-], N#Cc1ccc(Cl)cc1F, [Cs+], [Cs+], CN(C)C=O, O, O=Cc1cccc(O)c1. Yields the product N#Cc1ccc(Cl)cc1Oc1cccc(C=O)c1. Reaction SMILES: [C:20](=[O:21])([O-:22])[O-:23].[Cl:1][c:2]1[cH:3][c:4]([F:10])[c:5]([C:6]#[N:7])[cH:8][cH:9]1.[Cs+:24].[Cs+:25].[O:27]=[CH:28][N:29]([CH3:30])[CH3:31].[OH2:26].[OH:11][c:12]1[cH:13][c:14]([CH:15]=[O:16])[cH:17][cH:18][cH:19]1>>[Cl:1][c:2]1[cH:3][c:4]([O:11][c:12]2[cH:13][c:14]([CH:15]=[O:16])[cH:17][cH:18][cH:19]2)[c:5]([C:6]#[N:7])[cH:8][cH:9]1. The product is COC(=O)c1cc(Cl)ccc1NC(=O)COCC(=O)Nc1cccc(-c2ccoc2)c1. As a reaction SMILES: [CH3:15][O:16][C:17]([c:18]1[c:19]([NH:25][C:26]([CH2:27][O:28][CH2:29][C:30](=[O:31])[NH:32][c:33]2[cH:34][c:35]([Br:39])[cH:36][cH:37][cH:38]2)=[O:40])[cH:20][cH:21][c:22]([Cl:24])[cH:23]1)=[O:41].[CH3:1][C:2]1([CH3:3])[C:4]([CH3:5])([CH3:6])[O:7][B:8]([c:9]2[cH:10][o:11][cH:12][cH:13]2)[O:14]1>>[c:9]1(-[c:35]2[cH:34][c:33]([NH:32][C:30]([CH2:29][O:28][CH2:27][C:26]([NH:25][c:19]3[c:18]([C:17]([O:16][CH3:15])=[O:41])[cH:23][c:22]([Cl:24])[cH:21][cH:20]3)=[O:40])=[O:31])[cH:38][cH:37][cH:36]2)[cH:10][o:11][cH:12][cH:13]1. Reactants: COC(=O)c1cc(Cl)ccc1NC(=O)COCC(=O)Nc1cccc(Br)c1, CC1(C)OB(c2ccoc2)OC1(C)C. Starting materials: CN(C)CCOC(=O)C(=O)c1ccc(OCCOc2ccc3ccccc3c2)s1, CI, CC(C)=O. Yields the product C[N+](C)(C)CCOC(=O)C(=O)c1ccc(OCCOc2ccc3ccccc3c2)s1, [I-]. Reaction SMILES: [CH3:1][N:2]([CH2:3][CH2:4][O:5][C:6]([C:7]([c:8]1[s:9][c:10]([O:13][CH2:14][CH2:15][O:16][c:17]2[cH:18][c:19]3[cH:20][cH:21][cH:22][cH:23][c:24]3[cH:25][cH:26]2)[cH:11][cH:12]1)=[O:27])=[O:28])[CH3:29].[CH3:30][I:31].[CH3:32][C:33](=[O:34])[CH3:35]>>[CH3:1][N+:2]([CH2:3][CH2:4][O:5][C:6]([C:7]([c:8]1[s:9][c:10]([O:13][CH2:14][CH2:15][O:16][c:17]2[cH:18][c:19]3[cH:20][cH:21][cH:22][cH:23][c:24]3[cH:25][cH:26]2)[cH:11][cH:12]1)=[O:27])=[O:28])([CH3:29])[CH3:30].[I-:31]. Starting materials: B (Borane), C1(CC1)C(=O)N1CCN2C3=C(CC1C2)C=CC(=C3)NC(CCC)=O (4-cyclopropanecarbonyl-9-butyramido-3,4,5,6-tetrahydro-2H-1,5-methano-1,4-benzodiazocine), [OH-].[Na+] (sodium hydroxide), Cl (hydrochloric acid). Run in O (Water), O1CCCC1 (tetrahydrofuran), O1CCCC1 (tetrahydrofuran), O1CCCC1 (tetrahydrofuran). The product is C1(CC1)CN1CCN2C3=C(CC1C2)C=CC(=C3)NCCCC (4-cyclopropylmethyl-9-butylamino-3,4,5,6-tetrahydro-2H-1,5-methano-1,4-benzodiazocine). Reaction SMILES: B.[CH:2]1([C:5]([N:7]2[CH:14]3[CH2:15][N:10]([C:11]4[CH:19]=[C:18]([NH:20][C:21](=O)[CH2:22][CH2:23][CH3:24])[CH:17]=[CH:16][C:12]=4[CH2:13]3)[CH2:9][CH2:8]2)=O)[CH2:4][CH2:3]1.Cl.[OH-].[Na+]>O1CCCC1.O>[CH:2]1([CH2:5][N:7]2[CH:14]3[CH2:15][N:10]([C:11]4[CH:19]=[C:18]([NH:20][CH2:21][CH2:22][CH2:23][CH3:24])[CH:17]=[CH:16][C:12]=4[CH2:13]3)[CH2:9][CH2:8]2)[CH2:3][CH2:4]1 |f:3.4|. Procedure details: Borane in tetrahydrofuran (1 M, 250 ml.) was added slowly to a mixture of 4-cyclopropanecarbonyl-9-butyramido-3,4,5,6-tetrahydro-2H-1,5-methano-1,4-benzodiazocine (the product of part A of this example) and tetrahydrofuran (200 ml.) and the resulting mixture was heated under reflux. Water was added dropwise, and the tetrahydrofuran was boiled off. The mixture was acidified with hydrochloric acid, heated on a steam bath, basified with sodium hydroxide, and extracted with chloroform. The chlorofor... Reactants: BrC=1C=C2C=CNC2=C(C1)[N+](=O)[O-] (5-bromo-7-nitro-1H-indole), CN(C=O)C (dimethylformamide), ClN1C(CCC1=O)=O (N-chlorosuccinimide), aqueous solution, S(=S)(=O)([O-])[O-].[Na+].[Na+] (sodium thiosulfate). The solvent is O1CCCC1 (tetrahydrofuran). Run at time 8 hour. The product is BrC=1C=C2C(=CNC2=C(C1)[N+](=O)[O-])Cl (5-Bromo-3-chloro-7-nitro-1H-indole). Yield: 108.2%. RXN SMILES: [Br:1][C:2]1[CH:3]=[C:4]2[C:8](=[C:9]([N+:11]([O-:13])=[O:12])[CH:10]=1)[NH:7][CH:6]=[CH:5]2.CN(C)C=O.[Cl:19]N1C(=O)CCC1=O.S([O-])([O-])(=O)=S.[Na+].[Na+]>O1CCCC1>[Br:1][C:2]1[CH:3]=[C:4]2[C:8](=[C:9]([N+:11]([O-:13])=[O:12])[CH:10]=1)[NH:7][CH:6]=[C:5]2[Cl:19] |f:3.4.5|. Procedure details: To a solution of 12.00 g (49.8 mmol) of 5-bromo-7-nitro-1H-indole in 140 ml of tetrahydrofuran were added 1.4 ml of dimethylformamide and 6.98 g (52.3 mmol) of N-chlorosuccinimide followed by stirring at room temperature overnight. A 10% aqueous solution of sodium thiosulfate was added thereto followed by extracting with ethyl acetate. The organic layer was washed with water and brine successively, dried over magnesium sulfate and concentrated to dryness to give 14.84 g of the title compound. Starting materials: O=C([O-])[O-], COc1cc(CC(=O)NCCCc2ccc(C)c(C)c2)ccc1OCCBr, CS(C)=O, ClCCl, [K+], [K+], NCCN. Yields the product COc1cc(CC(=O)NCCCc2ccc(C)c(C)c2)ccc1OCCNCCN. RXN SMILES: [C:28](=[O:29])([O-:30])[O-:31].[CH3:1][c:2]1[cH:3][c:4]([CH2:9][CH2:10][CH2:11][NH:12][C:13]([CH2:14][c:15]2[cH:16][c:17]([O:25][CH3:26])[c:18]([O:21][CH2:22][CH2:23][Br:24])[cH:19][cH:20]2)=[O:27])[cH:5][cH:6][c:7]1[CH3:8].[CH3:38][S:39]([CH3:40])=[O:41].[Cl:42][CH2:43][Cl:44].[K+:32].[K+:33].[NH2:34][CH2:35][CH2:36][NH2:37]>>[CH3:1][c:2]1[cH:3][c:4]([CH2:9][CH2:10][CH2:11][NH:12][C:13]([CH2:14][c:15]2[cH:16][c:17]([O:25][CH3:26])[c:18]([O:21][CH2:22][CH2:23][NH:34][CH2:35][CH2:36][NH2:37])[cH:19][cH:20]2)=[O:27])[cH:5][cH:6][c:7]1[CH3:8].